From a dataset of the Open Reaction Database (ORD), a public repository of structured organic reaction records. describe an organic reaction: reactants, conditions, products, and yield The reactants are COc1ccc(P2(=S)SP(=S)(c3ccc(OC)cc3)S2)cc1, Cc1ccccc1, CCOC(=O)c1nn(Cc2ccc(-n3cccn3)cc2)c2ccccc2c1=O. Product: CCOC(=O)c1nn(Cc2ccc(-n3cccn3)cc2)c2ccccc2c1=S. Reaction SMILES: [CH3:29][O:30][c:31]1[cH:32][cH:33][c:34]([P:35]2(=[S:36])[S:37][P:39](=[S:40])([c:41]3[cH:42][cH:43][c:44]([O:45][CH3:46])[cH:47][cH:48]3)[S:38]2)[cH:49][cH:50]1.[CH3:51][c:52]1[cH:53][cH:54][cH:55][cH:56][cH:57]1.[O:1]=[c:2]1[c:3]([C:24](=[O:25])[O:26][CH2:27][CH3:28])[n:4][n:5]([CH2:12][c:13]2[cH:14][cH:15][c:16](-[n:19]3[n:20][cH:21][cH:22][cH:23]3)[cH:17][cH:18]2)[c:6]2[cH:7][cH:8][cH:9][cH:10][c:11]12>>[c:2]1(=[S:38])[c:3]([C:24](=[O:25])[O:26][CH2:27][CH3:28])[n:4][n:5]([CH2:12][c:13]2[cH:14][cH:15][c:16](-[n:19]3[n:20][cH:21][cH:22][cH:23]3)[cH:17][cH:18]2)[c:6]2[cH:7][cH:8][cH:9][cH:10][c:11]12. Product: NC1=CC2=C(C(=CO2)C(=O)O)C=C1Br (6-amino-5-bromobenzofuran-3-carboxylic acid). Reactants: NC1=CC2=C(C(=CO2)C(=O)OCC)C=C1Br (ethyl 6-amino-5-bromobenzofuran-3-carboxylate), O[Li].O (LiOH.H2O), Cl (HCl). Run in O1CCOCC1 (1,4-dioxane), O (H2O), O (H2O). Reported procedure: To a solution of the compound ethyl 6-amino-5-bromobenzofuran-3-carboxylate (58 g, 204 mmol) in 1,4-dioxane and H2O (850 mL and 150 mL) was added LiOH.H2O (42.8 g, 1.02 mol). The reaction mixture was refluxed for 2 hours, and then 400 mL H2O was added to the reaction mixture. After acidifying to pH 4˜5 with HCl, the resulting solid was filtered to give 6-amino-5-bromobenzofuran-3-carboxylic acid (51 g, yield: 97%). 1H-NMR (400 MHz, DMSO-d6) δ 8.36 (s, 1H), 7.87 (s, 1H), 7.02 (s, 1H), 5.51 (br s,... As a reaction SMILES: [NH2:1][C:2]1[C:15]([Br:16])=[CH:14][C:5]2[C:6]([C:9]([O:11]CC)=[O:10])=[CH:7][O:8][C:4]=2[CH:3]=1.O[Li].O.Cl>O1CCOCC1.O>[NH2:1][C:2]1[C:15]([Br:16])=[CH:14][C:5]2[C:6]([C:9]([OH:11])=[O:10])=[CH:7][O:8][C:4]=2[CH:3]=1 |f:1.2|. Isolated yield 97.6%. The reactants are C[Si](C)(C)[N-][Si](C)(C)C, CC(OC1CN(C2=CC(=O)CC2)CC1c1ccc(F)cc1)c1cc(C(F)(F)F)cc(C(F)(F)F)c1, CI, [Li+], C1CCOC1. The product is CC1CC(=O)C=C1N1CC(OC(C)c2cc(C(F)(F)F)cc(C(F)(F)F)c2)C(c2ccc(F)cc2)C1. As a reaction SMILES: [CH3:37][Si:38]([N-:39][Si:40]([CH3:41])([CH3:42])[CH3:43])([CH3:44])[CH3:45].[F:1][C:2]([c:3]1[cH:4][c:5]([CH:13]([CH3:14])[O:15][CH:16]2[CH2:17][N:18]([C:28]3=[CH:29][C:30](=[O:33])[CH2:31][CH2:32]3)[CH2:19][CH:20]2[c:21]2[cH:22][cH:23][c:24]([F:27])[cH:25][cH:26]2)[cH:6][c:7]([C:9]([F:10])([F:11])[F:12])[cH:8]1)([F:34])[F:35].[I:46][CH3:47].[Li+:36].[O:48]1[CH2:49][CH2:50][CH2:51][CH2:52]1>>[F:1][C:2]([c:3]1[cH:4][c:5]([CH:13]([CH3:14])[O:15][CH:16]2[CH2:17][N:18]([C:28]3=[CH:29][C:30](=[O:33])[CH2:31][CH:32]3[CH3:37])[CH2:19][CH:20]2[c:21]2[cH:22][cH:23][c:24]([F:27])[cH:25][cH:26]2)[cH:6][c:7]([C:9]([F:10])([F:11])[F:12])[cH:8]1)([F:34])[F:35].